Task: describe an organic reaction: reactants, conditions, products, and yield. Dataset: the Open Reaction Database (ORD), a public repository of structured organic reaction records Reaction SMILES: [Cl:41][CH2:42][Cl:43].[F:1][C:2]([CH2:3][O:4][c:5]1[cH:6][cH:7][c:8]([O:11][c:12]2[cH:13][c:14]([CH:15]=[C:16]3[CH2:17][CH2:18][N:19]([C:22]([O:23][C:24]([CH3:25])([CH3:26])[CH3:27])=[O:28])[CH2:20][CH2:21]3)[cH:29][cH:30][cH:31]2)[n:9][cH:10]1)([F:32])[F:33].[F:34][C:35]([F:36])([F:37])[C:38]([OH:39])=[O:40]>>[F:1][C:2]([CH2:3][O:4][c:5]1[cH:6][cH:7][c:8]([O:11][c:12]2[cH:13][c:14]([CH:15]=[C:16]3[CH2:17][CH2:18][NH:19][CH2:20][CH2:21]3)[cH:29][cH:30][cH:31]2)[n:9][cH:10]1)([F:32])[F:33]. The product is FC(F)(F)COc1ccc(Oc2cccc(C=C3CCNCC3)c2)nc1. The reactants are ClCCl, CC(C)(C)OC(=O)N1CCC(=Cc2cccc(Oc3ccc(OCC(F)(F)F)cn3)c2)CC1, O=C(O)C(F)(F)F.